Dataset: the Open Reaction Database (ORD), a public repository of structured organic reaction records. Task: describe an organic reaction: reactants, conditions, products, and yield Reactants: C(C)OC(CC1=NC(=CC2=CC=CC=C12)Cl)=O ((3-chloro-isoquinolin-1-yl)-acetic Acid Ethyl Ester), N.CO (NH3 MeOH). Conditions: time 48 hour. Yields the product ClC=1N=C(C2=CC=CC=C2C1)CC(=O)N (2-(3-chloro-isoquinolin-1-yl)-acetamide). As a reaction SMILES: C([O:3][C:4](=O)[CH2:5][C:6]1[C:15]2[C:10](=[CH:11][CH:12]=[CH:13][CH:14]=2)[CH:9]=[C:8]([Cl:16])[N:7]=1)C.[NH3:18].CO>>[Cl:16][C:8]1[N:7]=[C:6]([CH2:5][C:4]([NH2:18])=[O:3])[C:15]2[C:10]([CH:9]=1)=[CH:11][CH:12]=[CH:13][CH:14]=2 |f:1.2|. Procedure: (3-chloro-isoquinolin-1-yl)-acetic Acid Ethyl Ester (2.5 g, 10 mmol) is dissolved in 4N NH3/MeOH (50 ml). The solution is transferred into an autoclave and kept at 120° C. for 48 hours. After cooling to RT the solvent is removed and the resulting crude product is purified on silica gel using methylene chloride (100%)→ methylene chloride/methanol (95/5) as eluent, affording 2-(3-chloro-isoquinolin-1-yl)-acetamide as a pale yellow solid. The reactants are CO, N#Cc1cc(Cl)cc(Oc2c(Cl)ccc(CN3C(=O)c4ccccc4C3=O)c2F)c1, NN, O. Product: N#Cc1cc(Cl)cc(Oc2c(Cl)ccc(CN)c2F)c1. As a reaction SMILES: [CH3:34][OH:35].[Cl:1][c:2]1[cH:3][c:4]([C:5]#[N:6])[cH:7][c:8]([O:10][c:11]2[c:12]([F:30])[c:13]([CH2:18][N:19]3[C:20](=[O:21])[c:22]4[c:23]([cH:24][cH:25][cH:26][cH:27]4)[C:28]3=[O:29])[cH:14][cH:15][c:16]2[Cl:17])[cH:9]1.[NH2:32][NH2:33].[OH2:31]>>[Cl:1][c:2]1[cH:3][c:4]([C:5]#[N:6])[cH:7][c:8]([O:10][c:11]2[c:12]([F:30])[c:13]([CH2:18][NH2:19])[cH:14][cH:15][c:16]2[Cl:17])[cH:9]1. Starting materials: O=C([O-])[O-], O=C(O)c1cccc([N+](=O)[O-])c1Cl, CI, [K+], [K+], CN(C)C=O, O. Yields the product COC(=O)c1cccc([N+](=O)[O-])c1Cl. Reaction SMILES: [C:16](=[O:17])([O-:18])[O-:19].[Cl:1][c:2]1[c:3]([C:4](=[O:5])[OH:6])[cH:7][cH:8][cH:9][c:10]1[N+:11](=[O:12])[O-:13].[I:14][CH3:15].[K+:20].[K+:21].[O:23]=[CH:24][N:25]([CH3:26])[CH3:27].[OH2:22]>>[Cl:1][c:2]1[c:3]([C:4](=[O:5])[O:6][CH3:16])[cH:7][cH:8][cH:9][c:10]1[N+:11](=[O:12])[O-:13]. Reactants: C(C)(C)(C)OC(=O)N1CC=2N(C3=CC=CC=C3C2CC1)CC(NC)=O (2-t-butoxycarbonyl-9-methylcarbamoylmethyl-2,3,4,9-tetrahydro-1H-pyrido[3,4-b]indole), C1(=CC=CC=C1)OC (anisole), FC(C(=O)O)(F)F (trifluoroacetic acid). Solvent: ClCCl (dichloromethane). Conditions: time 8 hour. The product is CNC(=O)CN1C2=C(C3=CC=CC=C13)CCNC2 (9-methylcarbamoylmethyl-2,3,4,9-tetrahydro-1H-pyrido[3,4-b]indole). Yield: 121.0%. As a reaction SMILES: C(OC([N:8]1[CH2:20][CH2:19][C:18]2[C:17]3[C:12](=[CH:13][CH:14]=[CH:15][CH:16]=3)[N:11]([CH2:21][C:22](=[O:25])[NH:23][CH3:24])[C:10]=2[CH2:9]1)=O)(C)(C)C.C1(OC)C=CC=CC=1.FC(F)(F)C(O)=O>ClCCl>[CH3:24][NH:23][C:22]([CH2:21][N:11]1[C:12]2[C:17](=[CH:16][CH:15]=[CH:14][CH:13]=2)[C:18]2[CH2:19][CH2:20][NH:8][CH2:9][C:10]1=2)=[O:25]. Reported procedure: A 10 ml portion of dichloromethane solution containing 541 mg (1.58 mmol) of 2-t-butoxycarbonyl-9-methylcarbamoylmethyl-2,3,4,9-tetrahydro-1H-pyrido[3,4-b]indole was mixed with 1 ml of anisole and 1 ml of trifluoroacetic acid and stirred overnight at room temperature. The solvent was removed by evaporation under a reduced pressure, and the resulting residue was precipitated by adding acetone and diisopropyl ether, thereby obtaining 465 mg (89% in yield) of 9-methylcarbamoylmethyl-2,3,4,9-tetrahy... Reactants: CN1CCN=C1c1ccc(NC(=O)C(NC(=O)Nc2ccc(Cl)cc2)c2ccccc2Br)cc1, CN1CCC(N2CCNCC2)CC1, CN(C)C=O. Yields the product CN1CCC(N2CCN(NC(=O)C(NC(=O)Nc3ccc(Cl)cc3)c3ccccc3Br)CC2)CC1. As a reaction SMILES: [CH3:1][N:2]1[CH2:3][CH2:4][N:5]=[C:6]1[c:7]1[cH:8][cH:9][c:10]([NH:13][C:14]([CH:15]([NH:16][C:17](=[O:18])[NH:19][c:20]2[cH:21][cH:22][c:23]([Cl:26])[cH:24][cH:25]2)[c:27]2[c:28]([Br:33])[cH:29][cH:30][cH:31][cH:32]2)=[O:34])[cH:11][cH:12]1.[CH3:35][N:36]1[CH2:37][CH2:38][CH:39]([N:42]2[CH2:43][CH2:44][NH:45][CH2:46][CH2:47]2)[CH2:40][CH2:41]1.[O:48]=[CH:49][N:50]([CH3:51])[CH3:52]>>[NH:13]([C:14]([CH:15]([NH:16][C:17](=[O:18])[NH:19][c:20]1[cH:21][cH:22][c:23]([Cl:26])[cH:24][cH:25]1)[c:27]1[c:28]([Br:33])[cH:29][cH:30][cH:31][cH:32]1)=[O:34])[N:45]1[CH2:44][CH2:43][N:42]([CH:39]2[CH2:38][CH2:37][N:36]([CH3:35])[CH2:41][CH2:40]2)[CH2:47][CH2:46]1. Product: CCNC(=O)NC1(CN2CCC(CNC(=O)c3cc(C(F)(F)F)cc(C(F)(F)F)c3)CC2)CCCC1. Reactants: CCN=C=O, CCOC(C)=O, ClCCl, NC1(CN2CCC(CNC(=O)c3cc(C(F)(F)F)cc(C(F)(F)F)c3)CC2)CCCC1. RXN SMILES: [CH2:32]([CH3:33])[N:34]=[C:35]=[O:36].[CH3:40][CH2:41][O:42][C:43](=[O:44])[CH3:45].[Cl:37][CH2:38][Cl:39].[NH2:1][C:2]1([CH2:7][N:8]2[CH2:9][CH2:10][CH:11]([CH2:14][NH:15][C:16]([c:17]3[cH:18][c:19]([C:27]([F:28])([F:29])[F:30])[cH:20][c:21]([C:23]([F:24])([F:25])[F:26])[cH:22]3)=[O:31])[CH2:12][CH2:13]2)[CH2:3][CH2:4][CH2:5][CH2:6]1>>[NH:1]([C:2]1([CH2:7][N:8]2[CH2:9][CH2:10][CH:11]([CH2:14][NH:15][C:16]([c:17]3[cH:18][c:19]([C:27]([F:28])([F:29])[F:30])[cH:20][c:21]([C:23]([F:24])([F:25])[F:26])[cH:22]3)=[O:31])[CH2:12][CH2:13]2)[CH2:3][CH2:4][CH2:5][CH2:6]1)[C:35]([NH:34][CH2:32][CH3:33])=[O:36]. The reactants are FC1=CC=C(C=C1)C(CCCN1CCC(CC1)C(C1=CC=CC=C1)(C1=CC=CC=C1)O)=O (4'-fluoro-4-[4-(α-hydroxy-α-phenylbenzyl)piperidino]butyrophenone), CNC (dimethylamine). Solvent: CS(=O)C (dimethylsulfoxide). Yields the product CN(C1=CC=C(C=C1)C(CCCN1CCC(CC1)C(C1=CC=CC=C1)(C1=CC=CC=C1)O)=O)C (4'-Dimethylamino-4-[4-(α-hydroxy-α-phenylbenzyl)piperidino]butyrophenone). Reaction SMILES: F[C:2]1[CH:7]=[CH:6][C:5]([C:8](=[O:32])[CH2:9][CH2:10][CH2:11][N:12]2[CH2:17][CH2:16][CH:15]([C:18]([OH:31])([C:25]3[CH:30]=[CH:29][CH:28]=[CH:27][CH:26]=3)[C:19]3[CH:24]=[CH:23][CH:22]=[CH:21][CH:20]=3)[CH2:14][CH2:13]2)=[CH:4][CH:3]=1.[CH3:33][NH:34][CH3:35]>CS(C)=O>[CH3:33][N:34]([CH3:35])[C:2]1[CH:7]=[CH:6][C:5]([C:8](=[O:32])[CH2:9][CH2:10][CH2:11][N:12]2[CH2:17][CH2:16][CH:15]([C:18]([OH:31])([C:25]3[CH:30]=[CH:29][CH:28]=[CH:27][CH:26]=3)[C:19]3[CH:24]=[CH:23][CH:22]=[CH:21][CH:20]=3)[CH2:14][CH2:13]2)=[CH:4][CH:3]=1. Procedure: Through a solution of 18 g (0.041 mole) of 4'-fluoro-4-[4-(α-hydroxy-α-phenylbenzyl)piperidino]butyrophenone in 150 ml of dimethylsulfoxide (DMSO) was vigorously bubbled dimethylamine for 6 hours at 100°C. Most of the DMSO was removed at reduced pressure and a temperature of 120°C. The remaining mixture was poured into water and sodium carbonate to which was added a small amount of methanol. The resulting solid was filtered and dissolved in warm methanol and isopropyl alcohol, treated with charc...